This data is from the Open Reaction Database (ORD), a public repository of structured organic reaction records. The task is: describe an organic reaction: reactants, conditions, products, and yield The reactants are ClC1=CC2=C(N=C(C(N2CCOCCC)=O)N2CCN(CC2)CCO)C=N1 (7-chloro-3-[4-(2-hydroxyethyl)piperazin-1-yl]-1-(2-propoxyethyl)pyrido[3,4-b]pyrazin-2(1H)-one), COC1=NC=C(C=C1)B(O)O (2-methoxy-5-pyridineboronic acid). The reagents and catalysts are [Pd].C1(=CC=CC=C1)P(C1=CC=CC=C1)C1=CC=CC=C1.C1(=CC=CC=C1)P(C1=CC=CC=C1)C1=CC=CC=C1.C1(=CC=CC=C1)P(C1=CC=CC=C1)C1=CC=CC=C1.C1(=CC=CC=C1)P(C1=CC=CC=C1)C1=CC=CC=C1 (tetrakis(triphenylphosphine) palladium(0)). Run in O1CCOCC1 (1,4-dioxane), C(C)O (ethanol), C([O-])([O-])=O.[Na+].[Na+] (sodium carbonate). Reaction conditions: time 5 minute. The product is OCCN1CCN(CC1)C=1C(N(C2=C(N1)C=NC(=C2)C=2C=NC(=CC2)OC)CCOCCC)=O (3-[4-(2-hydroxyethyl)piperazin-1-yl]-7-(6-methoxypyridin-3-yl)-1-(2-propoxyethyl)pyrido[3,4-b]pyrazin-2(1H)-one). Reaction SMILES: Cl[C:2]1[N:27]=[CH:26][C:5]2[N:6]=[C:7]([N:17]3[CH2:22][CH2:21][N:20]([CH2:23][CH2:24][OH:25])[CH2:19][CH2:18]3)[C:8](=[O:16])[N:9]([CH2:10][CH2:11][O:12][CH2:13][CH2:14][CH3:15])[C:4]=2[CH:3]=1.[CH3:28][O:29][C:30]1[CH:35]=[CH:34][C:33](B(O)O)=[CH:32][N:31]=1>O1CCOCC1.C(O)C.C(=O)([O-])[O-].[Na+].[Na+].[Pd].C1(P(C2C=CC=CC=2)C2C=CC=CC=2)C=CC=CC=1.C1(P(C2C=CC=CC=2)C2C=CC=CC=2)C=CC=CC=1.C1(P(C2C=CC=CC=2)C2C=CC=CC=2)C=CC=CC=1.C1(P(C2C=CC=CC=2)C2C=CC=CC=2)C=CC=CC=1>[OH:25][CH2:24][CH2:23][N:20]1[CH2:21][CH2:22][N:17]([C:7]2[C:8](=[O:16])[N:9]([CH2:10][CH2:11][O:12][CH2:13][CH2:14][CH3:15])[C:4]3[CH:3]=[C:2]([C:33]4[CH:32]=[N:31][C:30]([O:29][CH3:28])=[CH:35][CH:34]=4)[N:27]=[CH:26][C:5]=3[N:6]=2)[CH2:18][CH2:19]1 |f:4.5.6,7.8.9.10.11|. Procedure: A solution of 7-chloro-3-[4-(2-hydroxyethyl)piperazin-1-yl]-1-(2-propoxyethyl)pyrido[3,4-b]pyrazin-2(1H)-one (218 mg, 0.55 mmol) in 1,4-dioxane (3.0 mL) was treated with tetrakis(triphenylphosphine) palladium(0) (19 mg, 0.016 mmol, Strem) and stirred at room temperature for five minutes. A warm solution of 2-methoxy-5-pyridineboronic acid (41 mg, 0.27 mmol, Frontier) in ethanol (0.5 mL) and 2.0 M aqueous sodium carbonate 1.5 mL) were added. The mixture was refluxed for 2.0 hours, filtered hot th... Starting materials: C(C)N1C=C(C(C2=CC(=C(C(=C12)F)N1CCN(CC1)CC(=O)C1=CC=C(C=C1)F)F)=O)C(=O)O (1-ethyl-6,8-difluoro-7-{4-[2-(4-fluorophenyl)-2-oxoethyl]-1-piperazinyl}-4-oxo-1,4-dihydro-3-quinolinecarboxylic acid), Cl.NO (hydroxylamine hydrochloride). Yields the product C(C)N1C=C(C(C2=CC(=C(C(=C12)F)N1CCN(CC1)CC(=NO)C1=CC=C(C=C1)F)F)=O)C(=O)O (1-Ethyl-6,8-difluoro-7-{4-[2-(4-fluorophenyl)-2-hydroxyiminoethyl]-1-piperazinyl}-4-oxo-1,4-dihydro-3-quinolinecarboxylic acid), Example 3. The yield is 70.0%. RXN SMILES: [CH2:1]([N:3]1[C:12]2[C:7](=[CH:8][C:9]([F:30])=[C:10]([N:14]3[CH2:19][CH2:18][N:17]([CH2:20][C:21]([C:23]4[CH:28]=[CH:27][C:26]([F:29])=[CH:25][CH:24]=4)=O)[CH2:16][CH2:15]3)[C:11]=2[F:13])[C:6](=[O:31])[C:5]([C:32]([OH:34])=[O:33])=[CH:4]1)[CH3:2].Cl.[NH2:36][OH:37]>>[CH2:1]([N:3]1[C:12]2[C:7](=[CH:8][C:9]([F:30])=[C:10]([N:14]3[CH2:15][CH2:16][N:17]([CH2:20][C:21]([C:23]4[CH:24]=[CH:25][C:26]([F:29])=[CH:27][CH:28]=4)=[N:36][OH:37])[CH2:18][CH2:19]3)[C:11]=2[F:13])[C:6](=[O:31])[C:5]([C:32]([OH:34])=[O:33])=[CH:4]1)[CH3:2] |f:1.2|. Reported procedure: 1-Ethyl-6,8-difluoro-7-{4-[2-(4-fluorophenyl)-2-hydroxyiminoethyl]-1-piperazinyl}-4-oxo-1,4-dihydro-3-quinolinecarboxylic acid was prepared from 1-ethyl-6,8-difluoro-7-{4-[2-(4-fluorophenyl)-2-oxoethyl]-1-piperazinyl}-4-oxo-1,4-dihydro-3-quinolinecarboxylic acid (0.24 g, 0.5 mmole) and hydroxylamine hydrochloride (0.07 g, 1 mmol) by a method similar to that described for Example 3 (70% yield). Mp: 201° C. (dec). 1H NMR (DMSO-d6) δ 1.42 (t, 3H, J=7.0), 2.58 and 3.29 (two m, 8H), 3.41 and 3.73 (tw... The reactants are C(=O)(OC(C)(C)C)NC1=C(C(=O)O)C=C(C=C1)OC(F)(F)F (2-(BOC-amino)-5-trifluoromethoxybenzoic acid). The solvent is O1CCOCC1 (1,4-dioxane). Run at temperature 80 celsius, time 2 hour. The product is FC(OC1=CC=C(C(C(=O)O)=C1)N)(F)F (5-trifluoromethoxyanthranilic acid). As a reaction SMILES: C([NH:8][C:9]1[CH:17]=[CH:16][C:15]([O:18][C:19]([F:22])([F:21])[F:20])=[CH:14][C:10]=1[C:11]([OH:13])=[O:12])(OC(C)(C)C)=O>O1CCOCC1>[F:20][C:19]([F:21])([F:22])[O:18][C:15]1[CH:14]=[C:10]([C:11]([OH:13])=[O:12])[C:9]([NH2:8])=[CH:17][CH:16]=1. Procedure details: The above benzoic acid (120 g, 0.37 mol) is suspended in 1,4-dioxane (200 mL), stirred and warmed to 80° C. until dissolved. The solution is allowed to cool to room temperature and hydrogen chloride is bubbled into the reaction mixture for 30 minutes. Stirring is continued for 2 hours, during which time a precipitate forms. The precipitate is collected and washed with ice-cold water (1000 mL) and Et2O (500 mL) to give 5-trifluoromethoxyanthranilic acid as a solid. The reactants are O (water), C(CC)NCCC (Dipropylamine), C(C)(C)(C)[Si](C)(C)OC1=CC2=CC=C(C=C2C=C1)CCC=COC (t-butyl-[6-(4-methoxy-3-butenyl)-naphthalen-2-yloxy]-dimethyl-silane), C(#N)[BH3-].[Na+] (sodium cyanoborohydride). Solvent: C(C)(=O)O (acetic acid), C(C)(=O)O (acetic acid), CO (methanol), CO (methanol), C1CCOC1 (THF). Reaction conditions: time 8 hour. The product is OCC1=CC2=CC=C(C=C2C=C1)CCCCN(CCC)CCC (2-hydroxymethyl-6-(4-dipropylaminobutyl)naphthalene). Reaction SMILES: C([Si](O[C:9]1[CH:18]=[CH:17][C:16]2[C:11](=[CH:12][CH:13]=[C:14]([CH2:19][CH2:20][CH:21]=[CH:22]OC)[CH:15]=2)[CH:10]=1)(C)C)(C)(C)C.[OH2:25].[CH2:26]([NH:29][CH2:30][CH2:31][CH3:32])[CH2:27][CH3:28].[C:33]([BH3-])#N.[Na+]>C1COCC1.CO.C(O)(=O)C>[OH:25][CH2:33][C:9]1[CH:18]=[CH:17][C:16]2[C:11](=[CH:12][CH:13]=[C:14]([CH2:19][CH2:20][CH2:21][CH2:22][N:29]([CH2:30][CH2:31][CH3:32])[CH2:26][CH2:27][CH3:28])[CH:15]=2)[CH:10]=1 |f:3.4|. Procedure: The compound (263 mg) obtained in Example 124-1 was dissolved in THF (2.0 ml) and then added with distilled water (2.0 ml) and acetic acid (2.0 ml), followed by stirring overnight at room temperature. After completion of the reaction, the solvent was distilled off and the residue was obtained. Dipropylamine (253 mg) was dissolved in anhydrous methanol (5.0 ml). Then sodium cyanoborohydride (69.5 mg), acetic acid (3.0 ml), and the residue described above dissolved in anhydrous methanol were added... The reactants are N[C@@H](CC1=CC=CC=C1)C(=O)NCC(=O)N[C@@H](C)C(=O)O.N[C@@H](CC(C)C)CO (Phe-Gly-Ala Leucinol), CC(=O)OI1(C=2C=CC=CC2C(=O)O1)(OC(=O)C)OC(=O)C (Dess-Martin periodinane), C(=O)(O)[O-].[Na+] (NaHCO3), 1h. Solvent: C(Cl)Cl (CH2Cl2), C(Cl)Cl (CH2Cl2). Reaction conditions: time 10 minute. Product: N[C@@H](CC1=CC=CC=C1)C(=O)NCC(=O)N[C@@H](C)C(=O)N[C@@H](CC(C)C)C=O (Phe-Gly-Ala-Leu-H). The yield is 0.1%. Reaction SMILES: CC(OI1(OC(C)=O)(OC(C)=O)OC(=O)C2C=CC=CC1=2)=O.[NH2:23][C@H:24]([C:32]([NH:34][CH2:35][C:36]([NH:38][C@H:39]([C:41]([OH:43])=O)[CH3:40])=[O:37])=[O:33])[CH2:25][C:26]1[CH:31]=[CH:30][CH:29]=[CH:28][CH:27]=1.[NH2:44][C@H:45]([CH2:50][OH:51])[CH2:46][CH:47]([CH3:49])[CH3:48].C([O-])(O)=O.[Na+]>C(Cl)Cl>[NH2:23][C@H:24]([C:32]([NH:34][CH2:35][C:36]([NH:38][C@H:39]([C:41]([NH:44][C@H:45]([CH:50]=[O:51])[CH2:46][CH:47]([CH3:49])[CH3:48])=[O:43])[CH3:40])=[O:37])=[O:33])[CH2:25][C:26]1[CH:27]=[CH:28][CH:29]=[CH:30][CH:31]=1 |f:1.2,3.4|. Procedure: 29.9 g (70.7 mol) of Dess-Martin periodinane was suspended in 500 ml CH2Cl2 and stirred for 10 min. Moc-Phe-Gly-Ala-Leucinol (10.6 g, 23.5 mol) was dissolved in 100 ml CH2Cl2 and added at a moderate rate to the periodinane slurry. The mixture was stirred for 1h and poured into 150 ml NaHCO3 containing 123 g Na2S2 O3. The mixture was allowed to stir for 15 min and extracted with EtOAc. The organic phase was dried and filtered followed by removal of solvent. Chromatography (3.5% MeOH/CH2Cl2) on si...